This data is from the Open Reaction Database (ORD), a public repository of structured organic reaction records. The task is: describe an organic reaction: reactants, conditions, products, and yield The reactants are C(C)OC(=O)Cl (chloroformic acid ethyl ester), ClC1=CC=C(OC2=CC=C(OC(C(=O)O)C)C=C2)C=C1 (2-[4-(4-chlorophenoxy)-phenoxy]-propionic acid), [BH4-].[Na+] (NaBH4), ClC1=CC=C(OC2=CC=C(OCCC(OC(OCC)=O)=O)C=C2)C=C1 (1-[4-(4-chlorophenoxy)-phenoxy]-4,6-dioxa-octane-3,5-dione). The solvent is C1CCOC1 (THF), C(C)N(CC)CC (triethylamine), C1CCOC1 (THF), O (water). Run at temperature -10 celsius, time 1 hour. Product: ClC1=CC=C(OC2=CC=C(OC(CO)C)C=C2)C=C1 (2-[4-(4-chlorophenoxy)-phenoxy]-propanol). RXN SMILES: [Cl:1][C:2]1[CH:20]=[CH:19][C:5]([O:6][C:7]2[CH:18]=[CH:17][C:10]([O:11][CH:12]([CH3:16])[C:13](O)=[O:14])=[CH:9][CH:8]=2)=[CH:4][CH:3]=1.C(OC(Cl)=O)C.ClC1C=CC(OC2C=CC(OCCC(=O)OC(=O)OCC)=CC=2)=CC=1.[BH4-].[Na+]>O.C1COCC1.C(N(CC)CC)C>[Cl:1][C:2]1[CH:20]=[CH:19][C:5]([O:6][C:7]2[CH:18]=[CH:17][C:10]([O:11][CH:12]([CH3:16])[CH2:13][OH:14])=[CH:9][CH:8]=2)=[CH:4][CH:3]=1 |f:3.4|. Procedure details: 13.8 ml. of triethylamine are added, at 10° C., to a solution of 29.25 g. of 2-[4-(4-chlorophenoxy)-phenoxy]-propionic acid in 200 ml. of THF. The mixture is cooled to -10° C., a solution of 9.8 ml. of chloroformic acid ethyl ester in 60 ml, of THF is added dropwise and the mixture is stirred for 1 hour at -10° C. The solution contains 1-[4-(4-chlorophenoxy)-phenoxy]-4,6-dioxa-octane-3,5-dione, which is not isolated. 7.4 g. of NaBH4 are then introduced in portions. The mixture is stirred for 30 ... The reactants are F[B-](F)(F)F, CC(C)(C)c1ccc(CNCCc2ccc(Cl)cc2Cl)cc1, CCN(C(C)C)C(C)C, CN(C)C=O, O, CN(C)C(On1nnc2ccccc21)=[N+](C)C, O=C(O)c1cccc2cc[nH]c12. The product is CC(C)(C)c1ccc(CN(CCc2ccc(Cl)cc2Cl)C(=O)c2cccc3cc[nH]c23)cc1. Reaction SMILES: [B-:13]([F:14])([F:15])([F:16])[F:17].[C:44]([CH3:45])([CH3:46])([CH3:47])[c:48]1[cH:49][cH:50][c:51]([CH2:52][NH:53][CH2:54][CH2:55][c:56]2[c:57]([Cl:63])[cH:58][c:59]([Cl:62])[cH:60][cH:61]2)[cH:64][cH:65]1.[CH:35]([N:36]([CH2:37][CH3:38])[CH:39]([CH3:40])[CH3:41])([CH3:42])[CH3:43].[O:66]=[CH:67][N:68]([CH3:69])[CH3:70].[OH2:71].[n:18]1([O:19][C:20]([N:21]([CH3:22])[CH3:23])=[N+:24]([CH3:25])[CH3:26])[c:27]2[cH:28][cH:29][cH:30][cH:31][c:32]2[n:33][n:34]1.[nH:1]1[cH:2][cH:3][c:4]2[cH:5][cH:6][cH:7][c:8]([C:10](=[O:11])[OH:12])[c:9]12>>[nH:1]1[cH:2][cH:3][c:4]2[cH:5][cH:6][cH:7][c:8]([C:10](=[O:12])[N:53]([CH2:52][c:51]3[cH:50][cH:49][c:48]([C:44]([CH3:45])([CH3:46])[CH3:47])[cH:65][cH:64]3)[CH2:54][CH2:55][c:56]3[c:57]([Cl:63])[cH:58][c:59]([Cl:62])[cH:60][cH:61]3)[c:9]12. Reactants: ClC(=O)N1C(NCC1)=O (N-chlorocarbonylimidazolid-2-one), C(C)(C)O (i-propanol). Run in O1CCOCC1 (dioxane). The product is C(C)(C)OC(=O)N1C(NCC1)=O (N-(i-propyloxycarbonyl)-imidazolid-2-one). Reaction SMILES: Cl[C:2]([N:4]1[CH2:8][CH2:7][NH:6][C:5]1=[O:9])=[O:3].[CH:10]([OH:13])([CH3:12])[CH3:11]>O1CCOCC1>[CH:10]([O:13][C:2]([N:4]1[CH2:8][CH2:7][NH:6][C:5]1=[O:9])=[O:3])([CH3:12])[CH3:11]. Procedure details: 14.9 parts by weight of N-chlorocarbonylimidazolid-2-one in 100 parts by volume of i-propanol and 100 parts by volume of dioxane were warmed to 50° C for 3 hours. After stripping off the solvent, the residue was recrystallized from acetone.